Dataset: the Open Reaction Database (ORD), a public repository of structured organic reaction records. Task: describe an organic reaction: reactants, conditions, products, and yield The reactants are C(=O)([O-])[O-].[K+].[K+] (K2CO3), CI (MeI), COC(=O)C1=CC(=C2C=CN=C(C2=C1)C1CC1)O (1-Cyclopropyl-5-hydroxy-isoquinoline-7-carboxylic acid methyl ester). Solvent: CCOC(=O)C (EtOAc), O (H2O), CN(C)C=O (DMF). Conditions: time 2 hour. The product is COC(=O)C1=CC(=C2C=CN=C(C2=C1)C1CC1)OC (1-Cyclopropyl-5-methoxy-isoquinoline-7-carboxylic Acid Methyl Ester). Reaction SMILES: [CH3:1][O:2][C:3]([C:5]1[CH:14]=[C:13]2[C:8]([CH:9]=[CH:10][N:11]=[C:12]2[CH:15]2[CH2:17][CH2:16]2)=[C:7]([OH:18])[CH:6]=1)=[O:4].[C:19]([O-])([O-])=O.[K+].[K+].CI>CN(C=O)C.CCOC(C)=O.O>[CH3:1][O:2][C:3]([C:5]1[CH:14]=[C:13]2[C:8]([CH:9]=[CH:10][N:11]=[C:12]2[CH:15]2[CH2:16][CH2:17]2)=[C:7]([O:18][CH3:19])[CH:6]=1)=[O:4] |f:1.2.3|. Procedure details: 1-Cyclopropyl-5-hydroxy-isoquinoline-7-carboxylic acid methyl ester (5.00 g, 20.6 mmol) was dissolved in DMF (50 ml) and K2CO3 (5.69 g, 41.2 mmol) and MeI (1.54 ml, 24.7 mmol) was added thereto. After stirred at room temperature for 2 h, the reaction mixture was diluted with EtOAc and H2O. The aqueous layer was extracted with EtOAc and the organic layer was washed with brine, dried over MgSO4. The desiccant was removed through filtration and the filtrate was concentrated under reduced pressure. ... Starting materials: Cl.C(C1=CC=CC=C1)OC=1C=CC(=C2C=CC(NC12)=O)[C@H](CN[C@@H](CC1=CC=C(C=C1)OC)C)O (8-benzyloxy-5-{(1R)-1-hydroxy-2-[N-((1R)-2-(p-methoxyphenyl)-1-methylethyl)amino]ethyl}carbostyril hydrochloride), O1CCCC1 (tetrahydrofuran). Reagents/catalysts: [Pd] (palladium-charcoal). The solvent is O (water). Run at time 2 hour. Product: Cl.OC=1C=CC(=C2C=CC(NC12)=O)[C@H](CN[C@@H](CC1=CC=C(C=C1)OC)C)O (8-hydroxy-5-{(1R)-1-hydroxy-2-[N-((1R)-2-(p-methoxyphenyl)-1-methylethyl)amino]ethyl}carbostyril hydrochloride). Yield: 83.1%. As a reaction SMILES: [ClH:1].C([O:9][C:10]1[CH:11]=[CH:12][C:13]([C@@H:21]([OH:35])[CH2:22][NH:23][C@H:24]([CH3:34])[CH2:25][C:26]2[CH:31]=[CH:30][C:29]([O:32][CH3:33])=[CH:28][CH:27]=2)=[C:14]2[C:19]=1[NH:18][C:17](=[O:20])[CH:16]=[CH:15]2)C1C=CC=CC=1.O1CCCC1>[Pd].O>[ClH:1].[OH:9][C:10]1[CH:11]=[CH:12][C:13]([C@@H:21]([OH:35])[CH2:22][NH:23][C@H:24]([CH3:34])[CH2:25][C:26]2[CH:27]=[CH:28][C:29]([O:32][CH3:33])=[CH:30][CH:31]=2)=[C:14]2[C:19]=1[NH:18][C:17](=[O:20])[CH:16]=[CH:15]2 |f:0.1,5.6|. Procedure details: A mixture of 3.5 g of 8-benzyloxy-5-{(1R)-1-hydroxy-2-[N-((1R)-2-(p-methoxyphenyl)-1-methylethyl)amino]ethyl}carbostyril hydrochloride, 240 mg of 10% palladium-charcoal, 100 ml of tetrahydrofuran and 10 ml of water is shaken at room temperature at an atmospheric pressure under a hydrogen atmosphere for 2 hours. Insoluble materials are collected by filtration and washed with an aqueous 10% ethanol solution. The filtrate and washings are combined, and the combined solution is concentrated under re... Reactants: C(C)(C)(C)OC(=O)N1C=NC2=C1C[C@@H](C(N2C2=CC=CC=C2)C(=O)OC(C)(C)C)C(=O)O (4-phenyl-6,7-dihydro-4-H-imidazo[4,5]pyridine-1,5,6(S)-tricarboxylic acid 1,5-di-tert-butyl ester), C(#N)N(CCC1=CNC=N1)CC1=CC=CC=C1 (cyanobenzyl histamine), C=1C=CC2=C(C1)N=NN2O (HOBt), CN1CCOCC1 (NMM). Run in CN(C)C=O (DMF), C(CCl)Cl (EDC). The product is C(C)(C)(C)OC(=O)N1C=NC2=C1C[C@@H](C(N2C2=CC=CC=C2)C(=O)OC(C)(C)C)C(NCCC=2N(C=NC2)CC2=CC=C(C=C2)C#N)=O (6(S)-{2-[3-(4-cyano-benzyl)-3H-imidazol-4yl]ethylcarbamoyl}-4-phenyl-6,7-dihydro-4H-imidazo[4,5-]pyridine-1,5-dicarboxylic acid di-tert-butyl ester). RXN SMILES: [C:1]([O:5][C:6]([N:8]1[C:12]2[CH2:13][C@H:14]([C:30](O)=[O:31])[CH:15]([C:23]([O:25][C:26]([CH3:29])([CH3:28])[CH3:27])=[O:24])[N:16]([C:17]3[CH:22]=[CH:21][CH:20]=[CH:19][CH:18]=3)[C:11]=2[N:10]=[CH:9]1)=[O:7])([CH3:4])([CH3:3])[CH3:2].[C:33]([N:35]([CH2:43][C:44]1[CH:49]=[CH:48][CH:47]=[CH:46][CH:45]=1)[CH2:36][CH2:37][C:38]1[N:42]=CNC=1)#[N:34].C1C=CC2N(O)N=[N:56][C:54]=2C=1.[CH3:60]N1CCOCC1>CN(C=O)C.C(Cl)CCl>[C:1]([O:5][C:6]([N:8]1[C:12]2[CH2:13][C@H:14]([C:30](=[O:31])[NH:42][CH2:38][CH2:37][C:36]3[N:35]([CH2:43][C:44]4[CH:45]=[CH:46][C:47]([C:54]#[N:56])=[CH:48][CH:49]=4)[CH:33]=[N:34][CH:60]=3)[CH:15]([C:23]([O:25][C:26]([CH3:29])([CH3:27])[CH3:28])=[O:24])[N:16]([C:17]3[CH:22]=[CH:21][CH:20]=[CH:19][CH:18]=3)[C:11]=2[N:10]=[CH:9]1)=[O:7])([CH3:3])([CH3:4])[CH3:2]. Procedure: To a solution of the product as described in Step A above, [4-phenyl-6,7-dihydro-4-H-imidazo[4,5]pyridine-1,5,6(S)-tricarboxylic acid 1,5-di-tert-butyl ester] (0.34 g, 0.826 mm), cyanobenzyl histamine (5)(0.187 g, 0.826 mm), HOBt (0.126 g, 0.826 mm), EDC (0.158 g, 0.826 mm) in DMF (5 ml) was added NMM (0.27 ml, 2.48 mm). The solvents were removed in vacuo and the residue was partitioned with EtOAc and saturated sodium bicarbonate. The EtOAc layer was dried with brine and magnesium sulfate. The E... Reactants: CC(=O)Cl, CNC(=O)c1c(-c2ccc(F)cc2)oc2ccc(-c3cccc(C(=O)NC(C)(C)c4ccccc4)c3)c(N)c12, c1ccncc1. The product is CNC(=O)c1c(-c2ccc(F)cc2)oc2ccc(-c3cccc(C(=O)NC(C)(C)c4ccccc4)c3)c(NC(C)=O)c12. As a reaction SMILES: [CH3:40][C:41]([Cl:42])=[O:43].[NH2:1][c:2]1[c:3](-[c:22]2[cH:23][c:24]([C:28]([NH:29][C:30]([CH3:31])([CH3:32])[c:33]3[cH:34][cH:35][cH:36][cH:37][cH:38]3)=[O:39])[cH:25][cH:26][cH:27]2)[cH:4][cH:5][c:6]2[c:7]1[c:8]([C:18](=[O:19])[NH:20][CH3:21])[c:9](-[c:11]1[cH:12][cH:13][c:14]([F:17])[cH:15][cH:16]1)[o:10]2.[cH:44]1[cH:45][cH:46][n:47][cH:48][cH:49]1>>[NH:1]([c:2]1[c:3](-[c:22]2[cH:23][c:24]([C:28]([NH:29][C:30]([CH3:31])([CH3:32])[c:33]3[cH:34][cH:35][cH:36][cH:37][cH:38]3)=[O:39])[cH:25][cH:26][cH:27]2)[cH:4][cH:5][c:6]2[c:7]1[c:8]([C:18](=[O:19])[NH:20][CH3:21])[c:9](-[c:11]1[cH:12][cH:13][c:14]([F:17])[cH:15][cH:16]1)[o:10]2)[C:41]([CH3:40])=[O:43]. Reactants: C(C(=O)Cl)(=O)Cl (oxalyl chloride), [Cl-].[Al+3].[Cl-].[Cl-] (aluminum chloride), C(=S)=S (carbon disulfide), C(C)N(C1=CC=CC=C1)CC (N,N-diethylaniline). Run in C(Cl)(Cl)Cl (chloroform), O (water), C(Cl)(Cl)Cl (chloroform). Product: C(C)N(C1=CC=C(C=C1)C(C(=O)C1=CC=C(C=C1)N(CC)CC)=O)CC (1,2-bis(4-diethylaminophenyl)ethane-1,2-dione). As a reaction SMILES: [Cl-].[Al+3].[Cl-].[Cl-].C(=S)=S.[CH2:8]([N:10]([CH2:17][CH3:18])[C:11]1[CH:16]=[CH:15][CH:14]=[CH:13][CH:12]=1)[CH3:9].[C:19](Cl)(=[O:23])[C:20](Cl)=[O:21]>C(Cl)(Cl)Cl.O>[CH2:17]([N:10]([CH2:8][CH3:9])[C:11]1[CH:16]=[CH:15][C:14]([C:19](=[O:23])[C:20]([C:14]2[CH:15]=[CH:16][C:11]([N:10]([CH2:17][CH3:18])[CH2:8][CH3:9])=[CH:12][CH:13]=2)=[O:21])=[CH:13][CH:12]=1)[CH3:18] |f:0.1.2.3|. Procedure details: To 11.6 g of anhydrous aluminum chloride, 60 ml of carbon disulfide was added, followed by dropwise addition of 30 g of N,N-diethylaniline under ice-cooling. Then, 10 g of oxalyl chloride was added dropwise thereto at 5° C. or lower, followed by the reaction for 1 hour with stirring. After the reaction, the reaction solution was poured into 100 ml of water and 200 ml of chloroform. The chloroform layer obtained by separation was washed with 2N hydrochloric acid, dried and concentrated. The resid... Reactants: C(C1=CC=CC=C1)OC(=O)N[C@@H](C(=O)O)CC(=O)O ((R)-2-(benzyloxycarbonylamino)succinic acid), C(C)(=O)OC(C)=O (acetic anhydride). Conditions: time 8 hour. The product is O=C1OC(C[C@H]1NC(OCC1=CC=CC=C1)=O)=O ((R)-benzyl 2,5-dioxotetrahydrofuran-3-ylcarbamate). RXN SMILES: [CH2:1]([O:8][C:9]([NH:11][C@H:12]([CH2:16][C:17]([OH:19])=[O:18])[C:13]([OH:15])=O)=[O:10])[C:2]1[CH:7]=[CH:6][CH:5]=[CH:4][CH:3]=1.C(OC(=O)C)(=O)C>>[O:15]=[C:13]1[C@H:12]([NH:11][C:9](=[O:10])[O:8][CH2:1][C:2]2[CH:3]=[CH:4][CH:5]=[CH:6][CH:7]=2)[CH2:16][C:17](=[O:18])[O:19]1. Procedure: A mixture of (R)-2-(benzyloxycarbonylamino)succinic acid (Aldrich, 30 g, 112.26 mmol) and acetic anhydride (65.7 ml, 696.02 mmol) was stirred overnight at room temperature during which time the reaction mixture became clear. The volatiles were removed under reduced pressure (water bath temperature 65° C.) and the concentrate was azeotroped with toluene (3×50 ml) and obtained the title product after drying for ˜48 hours at 60° C. under high vacuum pump (28.0 g, yield: almost quantitative). The reactants are C(C)(=O)O (acetic acid), C(=O)([O-])[O-].[Na+].[Na+] (Na2CO3), [N+](=O)([O-])C1=C(C=CC=C1)C=1SC2=NC=C(C=C2N1)CN1CCCC1 (2-(2-nitrophenyl)-6-(pyrrolidin-1-ylmethyl)thiazolo[5,4-b]pyridine). The reagents and catalysts are [Fe] (Iron). Solvent: C(Cl)Cl (CH2Cl2). Product: N1(CCCC1)CC=1C=C2C(=NC1)SC(=N2)C2=C(N)C=CC=C2 (2-(6-(pyrrolidin-1-ylmethyl)thiazolo[5,4-b]pyridin-2-yl)aniline). Isolated yield 98.7%. As a reaction SMILES: [N+:1]([C:4]1[CH:9]=[CH:8][CH:7]=[CH:6][C:5]=1[C:10]1[S:11][C:12]2[C:17]([N:18]=1)=[CH:16][C:15]([CH2:19][N:20]1[CH2:24][CH2:23][CH2:22][CH2:21]1)=[CH:14][N:13]=2)([O-])=O.C(O)(=O)C.C([O-])([O-])=O.[Na+].[Na+]>C(Cl)Cl.[Fe]>[N:20]1([CH2:19][C:15]2[CH:16]=[C:17]3[N:18]=[C:10]([C:5]4[CH:6]=[CH:7][CH:8]=[CH:9][C:4]=4[NH2:1])[S:11][C:12]3=[N:13][CH:14]=2)[CH2:21][CH2:22][CH2:23][CH2:24]1 |f:2.3.4|. Reported procedure: Iron powder (55 mmol, 3.1 g) was added to a solution of 2-(2-nitrophenyl)-6-(pyrrolidin-1-ylmethyl)thiazolo[5,4-b]pyridine (11.1 mmol, 3.8 g) in CH2Cl2 (100 mL) followed by acetic acid (10 mL). The reaction mixture was heated at reflux for 3 hours then cooled to room temperature. Na2CO3 (14 g) was added in portions. The mixture was passed through a pad of celite and rinsed with CH2Cl2. The combined filtrates were washed with Na2CO3 (3×20 mL), dried (MgSO4) and concentrated under reduced pressure...